This data is from the Open Reaction Database (ORD), a public repository of structured organic reaction records. The task is: describe an organic reaction: reactants, conditions, products, and yield Reactants: O (Water), FC1=C(C2=CN(N=C2C=C1)C)C(=O)OC (methyl 5-fluoro-2-methyl-2H-indazole-4-carboxylate), [H-].C(C(C)C)[Al+]CC(C)C (diisobutylaluminum hydride). Run in O1CCCC1 (tetrahydrofuran), CCCCCC (hexane). Run at time 3 hour. The product is FC1=C(C2=CN(N=C2C=C1)C)CO ((5-fluoro-2-methyl-2H-indazol-4-yl)methanol). The yield is 93.0%. As a reaction SMILES: [F:1][C:2]1[CH:10]=[CH:9][C:8]2[C:4](=[CH:5][N:6]([CH3:11])[N:7]=2)[C:3]=1[C:12](OC)=[O:13].[H-].C([Al+]CC(C)C)C(C)C.O>O1CCCC1.CCCCCC>[F:1][C:2]1[CH:10]=[CH:9][C:8]2[C:4](=[CH:5][N:6]([CH3:11])[N:7]=2)[C:3]=1[CH2:12][OH:13] |f:1.2|. Reported procedure: To a solution of methyl 5-fluoro-2-methyl-2H-indazole-4-carboxylate (4.10 g, 19.7 mmol) in tetrahydrofuran (197 mL) was slowly added a solution (1 M, 59.1 mL, 59.1 mmol) of diisobutylaluminum hydride in hexane at −78° C., and the mixture was stirred at room temperature for 3 hr. Water was added to the reaction mixture at 0° C., and the mixture was extracted with ethyl acetate. The extract was washed with saturated brine, and dried over anhydrous sodium sulfate, and the solvent was evaporated und... Yields the product O=C(OCc1cc(-c2ccccc2)c(=O)n2c1-c1sccc1CN2)N1CCOCC1. RXN SMILES: [CH3:34][N:35]([CH3:36])[CH:37]=[O:38].[Cl:25][C:26](=[O:27])[N:28]1[CH2:29][CH2:30][O:31][CH2:32][CH2:33]1.[H-:23].[Na+:24].[OH:1][CH2:2][c:3]1[cH:4][c:5](-[c:17]2[cH:18][cH:19][cH:20][cH:21][cH:22]2)[c:6](=[O:16])[n:7]2[c:12]1-[c:11]1[c:10]([cH:15][cH:14][s:13]1)[CH2:9][NH:8]2>>[O:1]([CH2:2][c:3]1[cH:4][c:5](-[c:17]2[cH:18][cH:19][cH:20][cH:21][cH:22]2)[c:6](=[O:16])[n:7]2[c:12]1-[c:11]1[c:10]([cH:15][cH:14][s:13]1)[CH2:9][NH:8]2)[C:26](=[O:27])[N:28]1[CH2:29][CH2:30][O:31][CH2:32][CH2:33]1. Starting materials: CN(C)C=O, O=C(Cl)N1CCOCC1, [H-], [Na+], O=c1c(-c2ccccc2)cc(CO)c2n1NCc1ccsc1-2. Starting materials: O=Cc1ccc(Br)cn1, OCCO, Cc1ccccc1. Product: Brc1ccc(C2OCCO2)nc1. As a reaction SMILES: [Br:1][c:2]1[cH:3][cH:4][c:5]([CH:8]=[O:9])[n:6][cH:7]1.[CH2:10]([CH2:11][OH:12])[OH:13].[CH3:14][c:15]1[cH:16][cH:17][cH:18][cH:19][cH:20]1>>[Br:1][c:2]1[cH:3][cH:4][c:5]([CH:8]2[O:9][CH2:10][CH2:11][O:12]2)[n:6][cH:7]1. Reactants: COC(=O)C1=CC(=C(C=2OC(C3=C(OC21)C(=C(C=C3C)O)C=O)=O)C)OC (4-Formyl-3-hydroxy-8-methoxy-1,9-dimethyl-11-oxo-11H-dibenzo[b,e][1,4]dioxepine-6-carboxylic acid methyl ester), Cl (hydrochloric acid), [I-].[Li+] (lithium iodide), [I-].[Li+] (lithium iodide). Solvent: CN(P(N(C)C)(N(C)C)=O)C (hexamethylphosphoric triamide). Conditions: temperature 90 celsius, time 5 hour. The product is CC1=CC(=C(C2=C1C(=O)OC=3C(=C(C=C(C3O2)C(=O)O)OC)C)C=O)O (psoromic acid). RXN SMILES: C[O:2][C:3]([C:5]1[C:15]2[O:14][C:13]3[C:16]([CH:22]=[O:23])=[C:17]([OH:21])[CH:18]=[C:19]([CH3:20])[C:12]=3[C:11](=[O:24])[O:10][C:9]=2[C:8]([CH3:25])=[C:7]([O:26][CH3:27])[CH:6]=1)=[O:4].[I-].[Li+].Cl>CN(C)P(=O)(N(C)C)N(C)C>[CH3:20][C:19]1[C:12]2[C:11]([O:10][C:9]3[C:8]([CH3:25])=[C:7]([O:26][CH3:27])[CH:6]=[C:5]([C:3]([OH:4])=[O:2])[C:15]=3[O:14][C:13]=2[C:16]([CH:22]=[O:23])=[C:17]([OH:21])[CH:18]=1)=[O:24] |f:1.2|. Procedure: 4-Formyl-3-hydroxy-8-methoxy-1,9-dimethyl-11-oxo-11H-dibenzo[b,e][1,4]dioxepine-6-carboxylic acid methyl ester (42.0 mg) and lithium iodide (250 mg) were taken in hexamethylphosphoric triamide (5 ml). The mixture was stirred at 90° C. for 5 h and then lithium iodide (250 mg) was added again. The mixture was heated at 90° C. for 21 h. When the reaction was completed, the mixture was cooled and poured into hydrochloric acid cooled by an ice bath. The mixture was extracted with ethyl acetate. The o... The reactants are O (water), C1CC(=O)N(C1=O)Br (NBS), CC(C)(C#N)N=NC(C)(C)C#N (AIBN), [Si](C)(C)(C(C)(C)C)OC1=C(C(=O)OC)C=CC(=C1)C (methyl 2-{[tert-butyl(dimethyl)silyl]oxy}-4-methylbenzoate). Conditions: temperature 80 celsius, time 1 hour. Isolated yield 87.0%. As a reaction SMILES: [Si:1]([O:8][C:9]1[CH:18]=[C:17]([CH3:19])[CH:16]=[CH:15][C:10]=1[C:11]([O:13][CH3:14])=[O:12])([C:4]([CH3:7])([CH3:6])[CH3:5])([CH3:3])[CH3:2].C1C(=O)N([Br:27])C(=O)C1.CC(N=NC(C#N)(C)C)(C#N)C.O>C(Cl)(Cl)(Cl)Cl>[Br:27][CH2:19][C:17]1[CH:16]=[CH:15][C:10]([C:11]([O:13][CH3:14])=[O:12])=[C:9]([O:8][Si:1]([C:4]([CH3:7])([CH3:6])[CH3:5])([CH3:2])[CH3:3])[CH:18]=1. The product is BrCC1=CC(=C(C(=O)OC)C=C1)O[Si](C)(C)C(C)(C)C (methyl 4-(bromomethyl)-2-{[tert-butyl(dimethyl)silyl]oxy}benzoate). Solvent: C(Cl)(Cl)(Cl)Cl (carbon tetrachloride). Procedure details: To a solution of methyl 2-{[tert-butyl(dimethyl)silyl]oxy}-4-methylbenzoate (3.4 g) in carbon tetrachloride (68 mL) were added, and NBS (2.16 g) and AIBN (398 mg) were added thereto at room temperature, followed by stirring at 80° C. for 1 hour. Completion of the reaction was confirmed by means of TLC, and to the reaction liquid was added water to stop the reaction, followed by extraction with EtOAc. The organic layer was washed with brine, dried using MgSO4, and then concentrated under reduced ... Starting materials: IC1=NNC2=CC=CC=C12 (3-iodoindazole), C(CCC)[Sn](C1=CC=C(O1)C1OCCCO1)(CCCC)CCCC (2-(5-tributylstannyl-2-furanyl)-1,3-dioxane). The reagents and catalysts are C=1C=CC(=CC1)[P](C=2C=CC=CC2)(C=3C=CC=CC3)[Pd]([P](C=4C=CC=CC4)(C=5C=CC=CC5)C=6C=CC=CC6)([P](C=7C=CC=CC7)(C=8C=CC=CC8)C=9C=CC=CC9)[P](C=1C=CC=CC1)(C=1C=CC=CC1)C=1C=CC=CC1 (Pd(PPh3)4). Solvent: CN(C)C=O (DMF). Reaction conditions: time 15 minute. Yields the product O1C(OCC1)C1=CC=C(O1)N1N=C2C=CC=CC2=C1 (2-(5-(1,3-dioxolan-2-yl)furyl)indazole). RXN SMILES: I[C:2]1[C:10]2[C:5](=[CH:6][CH:7]=[CH:8][CH:9]=2)[NH:4][N:3]=1.C([Sn](CCCC)(CCCC)[C:16]1[O:20][C:19]([CH:21]2[O:26][CH2:25][CH2:24]C[O:22]2)=[CH:18][CH:17]=1)CCC>CN(C=O)C.C1C=CC([P]([Pd]([P](C2C=CC=CC=2)(C2C=CC=CC=2)C2C=CC=CC=2)([P](C2C=CC=CC=2)(C2C=CC=CC=2)C2C=CC=CC=2)[P](C2C=CC=CC=2)(C2C=CC=CC=2)C2C=CC=CC=2)(C2C=CC=CC=2)C2C=CC=CC=2)=CC=1>[O:26]1[CH2:25][CH2:24][O:22][CH:21]1[C:19]1[O:20][C:16]([N:3]2[CH:2]=[C:10]3[C:5]([CH:6]=[CH:7][CH:8]=[CH:9]3)=[N:4]2)=[CH:17][CH:18]=1 |^1:43,45,64,83|. Procedure details: 10 g (41 mmol) of 3-iodoindazole (U. Wrzeciono et al., Pharmazie 1979, 34, 20) are dissolved in 125 ml of DMF under argon, 0.7 g of Pd(PPh3)4 is added and the mixture is stirred for 15 minutes. 19.4 g (43.9 mmol) of 2-(5-tributylstannyl-2-furanyl)-1,3-dioxane are added and the mixture is stirred at 100° C. for 2 hours. The solvent is evaporated off in vacuo and the residue is chromatographed over silica gel using toluene and toluene/ethyl acetate mixtures as the eluent. 10 g (90.3% of theory) of... Product: C(=O)C1=C(COC2=CC=C(C=C2)C2=C(C=C(C=C2)CC(=O)OC)C(C)C)C=CC(=C1O)C(F)(F)F (methyl (4′-{[2-formyl-3-hydroxy-4-(trifluoromethyl)benzyl]oxy}-2-isopropyl-1,1′-biphenyl-4-yl)acetate). Procedure: According to a method similar to Example (40-2) and Example (8-3), from crudely purified methyl (4′-hydroxy-2-isopropyl-1,1-biphenyl-4-yl)acetate (147 mg) obtained in Example (42-3) and 2-(dimethoxymethyl)-3-(methoxymethoxy)-4-(trifluoromethyl)benzyl methanesulfonate (252 mg, 0.65 mmol) obtained in Example (26-5), crude methyl (4′-{[2-formyl-3-hydroxy-4-(trifluoromethyl)benzyl]oxy}-2-isopropyl-1,1′-biphenyl-4-yl)acetate was obtained (169 mg). RXN SMILES: [OH:1][C:2]1[CH:7]=[CH:6][C:5]([C:8]2[CH:13]=[CH:12][C:11]([CH2:14][C:15]([O:17][CH3:18])=[O:16])=[CH:10][C:9]=2[CH:19]([CH3:21])[CH3:20])=[CH:4][CH:3]=1.CS(O[CH2:27][C:28]1[CH:33]=[CH:32][C:31]([C:34]([F:37])([F:36])[F:35])=[C:30]([O:38]COC)[C:29]=1[CH:42](OC)[O:43]C)(=O)=O>>[CH:42]([C:29]1[C:30]([OH:38])=[C:31]([C:34]([F:35])([F:37])[F:36])[CH:32]=[CH:33][C:28]=1[CH2:27][O:1][C:2]1[CH:3]=[CH:4][C:5]([C:8]2[CH:13]=[CH:12][C:11]([CH2:14][C:15]([O:17][CH3:18])=[O:16])=[CH:10][C:9]=2[CH:19]([CH3:21])[CH3:20])=[CH:6][CH:7]=1)=[O:43]. The reactants are OC1=CC=C(C=C1)C1=C(C=C(C=C1)CC(=O)OC)C(C)C (methyl (4′-hydroxy-2-isopropyl-1,1-biphenyl-4-yl)acetate), CS(=O)(=O)OCC1=C(C(=C(C=C1)C(F)(F)F)OCOC)C(OC)OC (2-(dimethoxymethyl)-3-(methoxymethoxy)-4-(trifluoromethyl)benzyl methanesulfonate). Reactants: COC(=O)C(C)(C)Oc1cc(C(F)(F)F)ccn1, CO, [Na+], C1CCOC1, [OH-], O. Product: CC(C)(Oc1cc(C(F)(F)F)ccn1)C(=O)O. As a reaction SMILES: [CH3:1][C:2]([C:3](=[O:4])[O:5][CH3:6])([CH3:7])[O:8][c:9]1[n:10][cH:11][cH:12][c:13]([C:15]([F:16])([F:17])[F:18])[cH:14]1.[CH3:21][OH:22].[Na+:20].[O:23]1[CH2:24][CH2:25][CH2:26][CH2:27]1.[OH-:19].[OH2:28]>>[CH3:1][C:2]([C:3](=[O:4])[OH:5])([CH3:7])[O:8][c:9]1[n:10][cH:11][cH:12][c:13]([C:15]([F:16])([F:17])[F:18])[cH:14]1.